From a dataset of the Open Reaction Database (ORD), a public repository of structured organic reaction records. describe an organic reaction: reactants, conditions, products, and yield Reactants: C(C)(=O)[O-].[K+] (potassium acetate), C(C)O (ethanol), Cl(=O)(=O)(=O)[O-].C(C)[C@]1(CCC[N+]=2CCC3=C(C12)NC1=CC=C(C=C13)F)C=C(C(=O)OC)OC ((S)-1-ethyl-9-fluoro-1-(2-methoxy-2-methoxycarbonylvinyl)-2,3,4,6,7,12-hexahydro-1H-indolo[2,3-a]quinolizin-5-ium perchlorate), [H][H] (hydrogen). Reagents/catalysts: [Pd] (Pd on charcoal). Solvent: O (water), C(Cl)Cl.C(C)O (methylene chloride ethanol). Product: COC(C(=C[C@@]1(CCCN2CCC3=C([C@H]12)NC1=CC=C(C=C13)F)CC)OC)=O (3-[(1S,12bS)-1-ethyl-9-fluoro-1,2,3,4,6,7,12,12b-octahydro-indolo[2,3-a]quinolizin-1-yl]-2-methoxypropenoic acid methyl ester). As a reaction SMILES: Cl([O-])(=O)(=O)=O.[CH2:6]([C@:8]1([CH:26]=[C:27]([O:32][CH3:33])[C:28]([O:30][CH3:31])=[O:29])[C:17]2[C:16]3[NH:18][C:19]4[C:24]([C:15]=3[CH2:14][CH2:13][N+:12]=2[CH2:11][CH2:10][CH2:9]1)=[CH:23][C:22]([F:25])=[CH:21][CH:20]=4)[CH3:7].C([O-])(=O)C.[K+].C(O)C.[H][H]>C(Cl)Cl.C(O)C.[Pd].O>[CH3:31][O:30][C:28](=[O:29])[C:27]([O:32][CH3:33])=[CH:26][C@@:8]1([CH2:6][CH3:7])[C@@H:17]2[N:12]([CH2:13][CH2:14][C:15]3[C:24]4[C:19](=[CH:20][CH:21]=[C:22]([F:25])[CH:23]=4)[NH:18][C:16]=32)[CH2:11][CH2:10][CH2:9]1 |f:0.1,2.3,6.7|. Reported procedure: The E and Z isomer mixture of (S)-1-ethyl-9-fluoro-1-(2-methoxy-2-methoxycarbonylvinyl)-2,3,4,6,7,12-hexahydro-1H-indolo[2,3-a]quinolizin-5-ium perchlorate is dissolved at 30° in 10 cc of methylene chloride/ethanol (80:20), and the solution is added to a prehydrogenated mixture of 982 mg of potassium acetate, 2 g of 10% Pd on charcoal and 8 cc of ethanol, as well as 2 cc of water. The mixture is then hydrogenated at room temperature and normal pressure, while stirring, until 8 millimols of hydro... Reactants: C(C)(=O)O (Acetic acid), C[O-].[Na+] (NaOMe), C(C)(=O)O.C(=N)N (formamidine acetate), COC(C(C(C)=O)CCOCC1=CC=CC=C1)=O (2-(2-Benzyloxy-ethyl)-3-oxo-butyric acid methyl ester). The solvent is CO (MeOH). Conditions: time 15 minute. Product: C(C1=CC=CC=C1)OCCC=1C(=NC=NC1C)O (5-(2-benzyloxy-ethyl)-6-methyl-pyrimidin-4-ol). Reaction SMILES: C[O-].[Na+].C(O)(=O)C.[CH:8]([NH2:10])=[NH:9].C[O:12][C:13](=O)[CH:14]([CH2:18][CH2:19][O:20][CH2:21][C:22]1[CH:27]=[CH:26][CH:25]=[CH:24][CH:23]=1)[C:15](=O)[CH3:16].C(O)(=O)C>CO>[CH2:21]([O:20][CH2:19][CH2:18][C:14]1[C:13]([OH:12])=[N:9][CH:8]=[N:10][C:15]=1[CH3:16])[C:22]1[CH:27]=[CH:26][CH:25]=[CH:24][CH:23]=1 |f:0.1,2.3|. Reported procedure: NaOMe (2.75 g, 50 mmol) is added to a stirred solution of formamidine acetate (25 mmol) in MeOH (75 ml) at room temperature. The mixture is stirred for 15 minutes. 2-(2-Benzyloxy-ethyl)-3-oxo-butyric acid methyl ester (20 mmol) is added and the mixture is stirred at room temperature overnight. Acetic acid (1.5 g, 20 mmol) is added and the solvent is removed in vacuo. Water (30 ml) is added to the residue and the mixture is extracted with 2-butanone (3×30 ml). The combined extracts are washed wit... The reactants are ClC1=NC(=NC(=C1)C1CC1)C1=CC(=CC=C1)Cl (4-chloro-2-(3-chlorophenyl)-6-cyclopropylpyrimidine), NC1=CC=C(C=C1)CC(=O)N ((4-aminophenyl)acetamide). Solvent: CN1CCCC1=O (NMP), O (water). Reaction conditions: temperature 120 celsius. Product: ClC=1C=C(C=CC1)C1=NC(=CC(=N1)NC1=CC=C(C=C1)CC(=O)N)C1CC1 (2-(4-((2-(3-Chlorophenyl)-6-cyclopropylpyrimidin-4-yl)amino)phenyl)acetamide). Isolated yield 74.3%. As a reaction SMILES: Cl[C:2]1[CH:7]=[C:6]([CH:8]2[CH2:10][CH2:9]2)[N:5]=[C:4]([C:11]2[CH:16]=[CH:15][CH:14]=[C:13]([Cl:17])[CH:12]=2)[N:3]=1.[NH2:18][C:19]1[CH:24]=[CH:23][C:22]([CH2:25][C:26]([NH2:28])=[O:27])=[CH:21][CH:20]=1>CN1C(=O)CCC1.O>[Cl:17][C:13]1[CH:12]=[C:11]([C:4]2[N:3]=[C:2]([NH:18][C:19]3[CH:20]=[CH:21][C:22]([CH2:25][C:26]([NH2:28])=[O:27])=[CH:23][CH:24]=3)[CH:7]=[C:6]([CH:8]3[CH2:10][CH2:9]3)[N:5]=2)[CH:16]=[CH:15][CH:14]=1. Procedure details: A 10-mL microwave vial was charged with 4-chloro-2-(3-chlorophenyl)-6-cyclopropylpyrimidine (0.100 g, 0.38 mmol) and (4-aminophenyl)acetamide (0.113 g, 0.75 mmol) in NMP (3 mL). The resulting mixture was heated at 120° C. under microwave irradiation for 2 h. The reaction mixture was cooled, diluted with water (50 mL) affording a solid. The solid was isolated by filtration and purified by chromatography on silica using hexanes/ethyl acetate (10:0 to 0:10) as eluent to afford the title compound (0... Starting materials: [K+], O=C(Oc1ccccc1)N1CCC2(CC1)SC(c1ccccc1)c1ccccc12, [OH-], O, OCCO. Yields the product c1ccc(C2SC3(CCNCC3)c3ccccc32)cc1. As a reaction SMILES: [K+:31].[O:1]([C:2](=[O:3])[N:10]1[CH2:11][CH2:12][C:13]2([S:14][CH:15]([c:22]3[cH:23][cH:24][cH:25][cH:26][cH:27]3)[c:16]3[c:17]2[cH:18][cH:19][cH:20][cH:21]3)[CH2:28][CH2:29]1)[c:4]1[cH:5][cH:6][cH:7][cH:8][cH:9]1.[OH-:30].[OH2:36].[OH:32][CH2:33][CH2:34][OH:35]>>[NH:10]1[CH2:11][CH2:12][C:13]2([S:14][CH:15]([c:22]3[cH:23][cH:24][cH:25][cH:26][cH:27]3)[c:16]3[c:17]2[cH:18][cH:19][cH:20][cH:21]3)[CH2:28][CH2:29]1.